From a dataset of the Open Reaction Database (ORD), a public repository of structured organic reaction records. describe an organic reaction: reactants, conditions, products, and yield Starting materials: COC(=O)c1ccc(Br)cc1OC, N#Cc1ccccc1B(O)O, O=C([O-])[O-], CCOC(C)=O, [Cs+], [Cs+], C1CCOC1, O. Yields the product COC(=O)c1ccc(-c2ccccc2C#N)cc1OC. Reaction SMILES: [Br:1][c:2]1[cH:3][c:4]([O:12][CH3:13])[c:5]([C:6](=[O:7])[O:8][CH3:9])[cH:10][cH:11]1.[C:14](#[N:15])[c:16]1[c:17]([B:22]([OH:23])[OH:24])[cH:18][cH:19][cH:20][cH:21]1.[C:25](=[O:26])([O-:27])[O-:28].[CH3:31][CH2:32][O:33][C:34](=[O:35])[CH3:36].[Cs+:29].[Cs+:30].[O:37]1[CH2:38][CH2:39][CH2:40][CH2:41]1.[OH2:42]>>[c:2]1(-[c:17]2[c:16]([C:14]#[N:15])[cH:21][cH:20][cH:19][cH:18]2)[cH:3][c:4]([O:12][CH3:13])[c:5]([C:6](=[O:7])[O:8][CH3:9])[cH:10][cH:11]1. The reactants are N#Cc1cc(C(=O)O)ccc1F, CC(=O)Cl, CO. Product: COC(=O)c1ccc(F)c(C#N)c1. RXN SMILES: [C:1](#[N:2])[c:3]1[cH:4][c:5]([C:6](=[O:7])[OH:8])[cH:9][cH:10][c:11]1[F:12].[CH3:13][C:14](=[O:15])[Cl:16].[CH3:17][OH:18]>>[C:1](#[N:2])[c:3]1[cH:4][c:5]([C:6]([O:7][CH3:13])=[O:8])[cH:9][cH:10][c:11]1[F:12]. Reactants: C(C1=CC=CC=C1)OC1=C(NC(C)=O)C=C(C=C1)C(CNC(C)(CCN1C=NC=C1)C)O (2'-benzyloxy-5'-[1-hydroxy-2-[4-(1-imidazolyl)-2-methyl-2-butylamino]-ethyl]-acetanilide), dioxalate, [OH-].[K+] (KOH), alcohol. Solvent: O (water). Product: NC=1C=C(C=CC1OCC1=CC=CC=C1)C(CNC(C)(CCN1C=NC=C1)C)O (1-(3-amino-4-benzyloxy-phenyl)-2-[4-(1-imidazolyl)-2-methyl-2-butylamino]-ethanol), trioxalate. As a reaction SMILES: [CH2:1]([O:8][C:9]1[CH:18]=[CH:17][C:16]([CH:19]([OH:32])[CH2:20][NH:21][C:22]([CH3:31])([CH2:24][CH2:25][N:26]2[CH:30]=[CH:29][N:28]=[CH:27]2)[CH3:23])=[CH:15][C:10]=1[NH:11]C(=O)C)[C:2]1[CH:7]=[CH:6][CH:5]=[CH:4][CH:3]=1.[OH-].[K+]>O>[NH2:11][C:10]1[CH:15]=[C:16]([CH:19]([OH:32])[CH2:20][NH:21][C:22]([CH3:23])([CH2:24][CH2:25][N:26]2[CH:30]=[CH:29][N:28]=[CH:27]2)[CH3:31])[CH:17]=[CH:18][C:9]=1[O:8][CH2:1][C:2]1[CH:3]=[CH:4][CH:5]=[CH:6][CH:7]=1 |f:1.2|. Reported procedure: A mixture of 15 gm of 2'-benzyloxy-5'-[1-hydroxy-2-[4-(1-imidazolyl)-2-methyl-2-butylamino]-ethyl]-acetanilide (m.p. of the dioxalate 160°-163° C.), 18.5 gm of KOH, 80 ml of alcohol and 15 ml of water was refluxed for 24 hours, and the resulting 1-(3-amino-4-benzyloxy-phenyl)-2-[4-(1-imidazolyl)-2-methyl-2-butylamino]-ethanol was isolated as the trioxalate (m.p. 95°-100° C.). Aqueous ammonia were used to liberate the base which was reacted with potassium cyanate to form 1-{2'-benzyloxy-5'-[1-hyd... Reactants: CC1(COB(OC1)C1=CC=C(C=C1)C1CN(CC1)S(=O)(=O)C)C (3-[4-(5,5-dimethyl-1,3,2-dioxaborinan-2-yl)phenyl]-1-(methylsulfonyl)pyrrolidine), BrC=1C=C2C(=CNC2=CC1Cl)C=O (5-bromo-6-chloro-1H-indole-3-carbaldehyde), C([O-])([O-])=O.[K+].[K+] (potassium carbonate). Reagents/catalysts: C1=CC=C(C=C1)P([C-]2C=CC=C2)C3=CC=CC=C3.C1=CC=C(C=C1)P([C-]2C=CC=C2)C3=CC=CC=C3.Cl[Pd]Cl.[Fe+2] ([1,1′-bis(diphenylphosphino)ferrocene]dichloropalladium(II)). Run in C1(=CC=CC=C1)C (toluene), C(C)O (ethanol). Run at temperature 110 celsius. The product is ClC1=C(C=C2C(=CNC2=C1)C=O)C1=CC=C(C=C1)C1CN(CC1)S(=O)(=O)C (6-chloro-5-{4-[1-(methylsulfonyl)pyrrolidin-3-yl]phenyl}-1H-indole-3-carbaldehyde). The yield is 65.3%. RXN SMILES: CC1(C)COB([C:8]2[CH:13]=[CH:12][C:11]([CH:14]3[CH2:18][CH2:17][N:16]([S:19]([CH3:22])(=[O:21])=[O:20])[CH2:15]3)=[CH:10][CH:9]=2)OC1.Br[C:25]1[CH:26]=[C:27]2[C:31](=[CH:32][C:33]=1[Cl:34])[NH:30][CH:29]=[C:28]2[CH:35]=[O:36].C(=O)([O-])[O-].[K+].[K+]>C1(C)C=CC=CC=1.C(O)C.C1C=CC(P(C2C=CC=CC=2)[C-]2C=CC=C2)=CC=1.C1C=CC(P(C2C=CC=CC=2)[C-]2C=CC=C2)=CC=1.Cl[Pd]Cl.[Fe+2]>[Cl:34][C:33]1[CH:32]=[C:31]2[C:27]([C:28]([CH:35]=[O:36])=[CH:29][NH:30]2)=[CH:26][C:25]=1[C:8]1[CH:9]=[CH:10][C:11]([CH:14]2[CH2:18][CH2:17][N:16]([S:19]([CH3:22])(=[O:20])=[O:21])[CH2:15]2)=[CH:12][CH:13]=1 |f:2.3.4,7.8.9.10|. Reported procedure: To a degassed mixture of crude 3-[4-(5,5-dimethyl-1,3,2-dioxaborinan-2-yl)phenyl]-1-(methylsulfonyl)pyrrolidine (assume 0.38 mmol), 5-bromo-6-chloro-1H-indole-3-carbaldehyde (98.4 mg, 0.38 mmol) and 2N aqueous potassium carbonate (0.76 mL, 1.52 mmol) in toluene (2.25 mL) and ethanol (0.75 mL) was added [1,1′-bis(diphenylphosphino)ferrocene]dichloropalladium(II) (27.8 mg, 0.038 mmol). The reaction mixture was heated to 110° C. in a microwave for 30 min. After cooling to room temperature, the reac... The reactants are C(C1=CC=CC=C1)OC=1C(=C2CCCCC2=CC1[N+](=O)[O-])Br (6-benzyloxy-5-bromo-7-nitro-1,2,3,4-tetrahydronaphthalene). The reagents and catalysts are [Fe] (iron). The solvent is CC(=O)O.CCO (AcOH EtOH). Reaction conditions: temperature 100 celsius. Product: C(C1=CC=CC=C1)OC=1C(=CC=2CCCCC2C1Br)N (3-benzyloxy-4-bromo-5,6,7,8-tetrahydronaphthalen-2-ylamine). RXN SMILES: [CH2:1]([O:8][C:9]1[C:10]([Br:22])=[C:11]2[C:16](=[CH:17][C:18]=1[N+:19]([O-])=O)[CH2:15][CH2:14][CH2:13][CH2:12]2)[C:2]1[CH:7]=[CH:6][CH:5]=[CH:4][CH:3]=1>CC(O)=O.CCO.[Fe]>[CH2:1]([O:8][C:9]1[C:18]([NH2:19])=[CH:17][C:16]2[CH2:15][CH2:14][CH2:13][CH2:12][C:11]=2[C:10]=1[Br:22])[C:2]1[CH:3]=[CH:4][CH:5]=[CH:6][CH:7]=1 |f:1.2|. Reported procedure: To a solution of 6-benzyloxy-5-bromo-7-nitro-1,2,3,4-tetrahydronaphthalene (0.50 g, 1.38 mmol) in AcOH/EtOH (3:1, 20 mL), is added iron powder (0.50 g, 9.25 mmol). The mixture is heated at 100° C. for 2 h. The precipitate is filtered through Celite. The filtrate is concentrated, extracted with water and CH2Cl2, and filtered. The crude material is purified via Biotage, eluting with 0-20% EtOAc/hexanes, to afford 3-benzyloxy-4-bromo-5,6,7,8-tetrahydronaphthalen-2-ylamine: (M+H)=333, 334.